Dataset: the Open Reaction Database (ORD), a public repository of structured organic reaction records. Task: describe an organic reaction: reactants, conditions, products, and yield The product is ClC=1C=C(C=CC1OCC1=CC(=CC=C1)F)NC=1C2=C(N=CN1)C=C(N2)C2=CC=C(C=C2)NC(COC)=O (N-{4-[4-({3-chloro-4-[(3-fluorobenzyl)oxy]phenyl}amino)-5H-pyrrolo[3,2-d]pyrimidin-6-yl]phenyl}-2-methoxyacetamide). Starting materials: COCC(=O)O (Methoxyacetic acid), Cl.C(C)N=C=NCCCN(C)C (1-ethyl-3-(3-dimethylaminopropyl)carbodiimide hydrochloride), O.ON1N=NC2=C1C=CC=C2 (1-hydroxybenzotriazole monohydrate), NC1=CC=C(C=C1)C1=CC=2N=CN=C(C2N1)NC1=CC(=C(C=C1)OCC1=CC(=CC=C1)F)Cl (6-(4-aminophenyl)-N-{3-chloro-4-[(3-fluorobenzyl)oxy]phenyl}-5H-pyrrolo[3,2-d]pyrimidin-4-amine), COCC(=O)O (methoxyacetic acid), Cl.C(C)N=C=NCCCN(C)C (1-ethyl-3-(3-dimethylaminopropyl)carbodiimide hydrochloride), O.ON1N=NC2=C1C=CC=C2 (1-hydroxybenzotriazole monohydrate). Reported procedure: A solution of 6-(4-aminophenyl)-N-{3-chloro-4-[(3-fluorobenzyl)oxy]phenyl}-5H-pyrrolo[3,2-d]pyrimidin-4-amine (100 mg), methoxyacetic acid (29.4 mg), 1-ethyl-3-(3-dimethylaminopropyl)carbodiimide hydrochloride (94 mg), 1-hydroxybenzotriazole monohydrate (75 mg) and triethylamine (0.23 mL) in N,N-dimethylformamide (5 mL) was stirred at room temperature for 20 hrs. Methoxyacetic acid (29.4 mg), 1-ethyl-3-(3-dimethylaminopropyl)carbodiimide hydrochloride (94 mg) and 1-hydroxybenzotriazole monohydra... The yield is 54.9%. Run in CN(C=O)C (N,N-dimethylformamide), C(C)N(CC)CC (triethylamine), O (Water). RXN SMILES: [NH2:1][C:2]1[CH:7]=[CH:6][C:5]([C:8]2[NH:16][C:15]3[C:14]([NH:17][C:18]4[CH:23]=[CH:22][C:21]([O:24][CH2:25][C:26]5[CH:31]=[CH:30][CH:29]=[C:28]([F:32])[CH:27]=5)=[C:20]([Cl:33])[CH:19]=4)=[N:13][CH:12]=[N:11][C:10]=3[CH:9]=2)=[CH:4][CH:3]=1.[CH3:34][O:35][CH2:36][C:37](O)=[O:38].Cl.C(N=C=NCCCN(C)C)C.O.ON1C2C=CC=CC=2N=N1>CN(C)C=O.O.C(N(CC)CC)C>[Cl:33][C:20]1[CH:19]=[C:18]([NH:17][C:14]2[C:15]3[NH:16][C:8]([C:5]4[CH:4]=[CH:3][C:2]([NH:1][C:37](=[O:38])[CH2:36][O:35][CH3:34])=[CH:7][CH:6]=4)=[CH:9][C:10]=3[N:11]=[CH:12][N:13]=2)[CH:23]=[CH:22][C:21]=1[O:24][CH2:25][C:26]1[CH:31]=[CH:30][CH:29]=[C:28]([F:32])[CH:27]=1 |f:2.3,4.5|. Reaction conditions: time 24 hour. The reactants are NC1=C(C=CC=C1)NC(C1=CC=C(C=C1)CN1C(C2=CC=CC(=C2C1)Br)=O)=O (N-(2-aminophenyl)-4-((4-bromo-1-oxoisoindolin-2-yl)methyl)benzamide), COC1=CC=C(C=C1)B(O)O (4-methoxyphenyl boronic acid). Procedure details: The procedure of Example 2 was repeated except for using N-(2-aminophenyl)-4-((4-bromo-1-oxoisoindolin-2-yl)methyl)benzamide obtained in Example 9 instead of N-(2-aminophenyl)-4-((4-bromo-5,6-dimethoxy-1-oxoisoindolin-2-yl)methyl)benzamide, and 4-methoxyphenyl boronic acid instead of phenyl boronic acid to obtain the title compound (90%). Product: NC1=C(C=CC=C1)NC(C1=CC=C(C=C1)CN1C(C2=CC=CC(=C2C1)C1=CC=C(C=C1)OC)=O)=O (N-(2-aminophenyl)-4-((4-(4-methoxyphenyl)-1-oxoisoindolin-2-yl)methyl)benzamide). Yield: 90.0%. Reaction SMILES: [NH2:1][C:2]1[CH:7]=[CH:6][CH:5]=[CH:4][C:3]=1[NH:8][C:9](=[O:28])[C:10]1[CH:15]=[CH:14][C:13]([CH2:16][N:17]2[CH2:25][C:24]3[C:19](=[CH:20][CH:21]=[CH:22][C:23]=3Br)[C:18]2=[O:27])=[CH:12][CH:11]=1.[CH3:29][O:30][C:31]1[CH:36]=[CH:35][C:34](B(O)O)=[CH:33][CH:32]=1>>[NH2:1][C:2]1[CH:7]=[CH:6][CH:5]=[CH:4][C:3]=1[NH:8][C:9](=[O:28])[C:10]1[CH:15]=[CH:14][C:13]([CH2:16][N:17]2[CH2:25][C:24]3[C:19](=[CH:20][CH:21]=[CH:22][C:23]=3[C:34]3[CH:35]=[CH:36][C:31]([O:30][CH3:29])=[CH:32][CH:33]=3)[C:18]2=[O:27])=[CH:12][CH:11]=1. Reactants: (4'-Methoxy-4-biphenyl)-methyl-ketone, Cl (hydrogen chloride), COC1=CC=C(C=C1)C1=CC=C(C=C1)C(C)Cl (1-(4'-methoxy-4-biphenylyl)-1-chloroethane), C([O-])([O-])=O.[K+].[K+] (potassium carbonate), COC(CS)=O (thioglycolic acid methyl ester), [BH4-].[Na+] (sodium borohydride), COC1=CC=C(C=C1)C1=CC=C(C=C1)C(C)O (1-(4'-methoxy-4-biphenylyl)-ethanol), COC1=CC=C(C=C1)C1=CC=C(C=C1)C(C)Cl (1-(4'-methoxy-4-biphenylyl)-1-chloroethane). The solvent is C1CCCCC1 (cyclohexane), CO (carbinol), CS(=O)C (dimethyl sulfoxide). Conditions: time 45 minute. The product is COC(CSC(C)C1=CC=C(C=C1)C1=CC=C(C=C1)OC)=O ([1-(4'-methoxy-4-biphenylyl)-ethylthio]acetic acid methyl ester). RXN SMILES: [BH4-].[Na+].[CH3:3][O:4][C:5]1[CH:10]=[CH:9][C:8]([C:11]2[CH:16]=[CH:15][C:14]([CH:17](O)[CH3:18])=[CH:13][CH:12]=2)=[CH:7][CH:6]=1.COC1C=CC(C2C=CC(C(Cl)C)=CC=2)=CC=1.Cl.[CH3:38][O:39][C:40](=[O:43])[CH2:41][SH:42].C(=O)([O-])[O-].[K+].[K+]>CS(C)=O.C1CCCCC1.CO>[CH3:38][O:39][C:40](=[O:43])[CH2:41][S:42][CH:17]([C:14]1[CH:15]=[CH:16][C:11]([C:8]2[CH:9]=[CH:10][C:5]([O:4][CH3:3])=[CH:6][CH:7]=2)=[CH:12][CH:13]=1)[CH3:18] |f:0.1,6.7.8|. Procedure details: (4'-Methoxy-4-biphenyl)-methyl-ketone [see W. S. Johnson et al, J. Amer. Chem. Soc. 68, 1648 (1946)] was reduced with sodium borohydride to 1-(4'-methoxy-4-biphenylyl)-ethanol (m.p. 120°-122° C, from cyclohexane), and the carbinol was converted into 1-(4'-methoxy-4-biphenylyl)-1-chloroethane, m.p. 122°-124° C (from cyclohexane), with hydrogen chloride. 5.2 gm of 1-(4'-methoxy-4-biphenylyl)-1-chloroethane (0.021 mol) were admixed in 21 ml of dry dimethyl sulfoxide with 2.7 gm (0.026 mol) of thiog... Reactants: O=C(Br)C12CCC(CC1)C2, O=c1c2ccccc2nc2[nH]c3ccccc3n12. The product is O=C(n1c2ccccc2n2c(=O)c3ccccc3nc12)C12CCC(CC1)C2. As a reaction SMILES: [C:19]12([C:26](=[O:27])[Br:28])[CH2:20][CH2:21][CH:22]([CH2:23][CH2:24]1)[CH2:25]2.[cH:1]1[c:2]2[c:3](=[O:18])[n:4]3[c:5]([n:6][c:7]2[cH:8][cH:9][cH:10]1)[nH:11][c:12]1[c:13]3[cH:14][cH:15][cH:16][cH:17]1>>[cH:1]1[c:2]2[c:3](=[O:18])[n:4]3[c:5]([n:6][c:7]2[cH:8][cH:9][cH:10]1)[n:11]([C:26]([C:19]12[CH2:20][CH2:21][CH:22]([CH2:23][CH2:24]1)[CH2:25]2)=[O:27])[c:12]1[c:13]3[cH:14][cH:15][cH:16][cH:17]1. Starting materials: ClCCl, [F-], [K+], Nc1ccccc1, CCC1CO1, C1COCCO1, O. Product: CCC(O)CNc1ccccc1. RXN SMILES: [CH2:22]([Cl:23])[Cl:24].[F-:19].[K+:20].[NH2:1][c:2]1[cH:3][cH:4][cH:5][cH:6][cH:7]1.[O:14]1[CH2:15][CH:16]1[CH2:17][CH3:18].[O:8]1[CH2:9][CH2:10][O:11][CH2:12][CH2:13]1.[OH2:21]>>[NH:1]([c:2]1[cH:3][cH:4][cH:5][cH:6][cH:7]1)[CH2:15][CH:16]([OH:14])[CH2:17][CH3:18]. Starting materials: [Al+3], C1CCOC1, CCOC(=O)c1ccc(C#Cc2ccc3c(c2)C(C)(C)CCS3)nc1, [H-], [H-], [H-], [H-], [Li+], O. The product is CC1(C)CCSc2ccc(C#Cc3ccc(CO)cn3)cc21. RXN SMILES: [Al+3:2].[CH2:33]1[O:34][CH2:35][CH2:36][CH2:37]1.[CH3:7][C:8]1([CH3:31])[CH2:9][CH2:10][S:11][c:12]2[cH:13][cH:14][c:15]([C:18]#[C:19][c:20]3[n:21][cH:22][c:23]([C:24](=[O:25])[O:26][CH2:27][CH3:28])[cH:29][cH:30]3)[cH:16][c:17]21.[H-:1].[H-:4].[H-:5].[H-:6].[Li+:3].[OH2:32]>>[CH3:7][C:8]1([CH3:31])[CH2:9][CH2:10][S:11][c:12]2[cH:13][cH:14][c:15]([C:18]#[C:19][c:20]3[n:21][cH:22][c:23]([CH2:24][OH:25])[cH:29][cH:30]3)[cH:16][c:17]21. Reactants: C(C=1C(N)=CC=CC1)(=O)O (anthranilic acid), isoamyl nitrile, C(CC(C)C)O (isoamyl alcohol), C(=S)=S (carbon disulfide). Solvent: O1CCOCC1 (dioxane), ClCCCl (1,2-dichloroethane). Run at temperature 80 celsius. Yields the product C(CC(C)C)OC1SC2=C(S1)C=CC=C2 (2-isopentyloxy-1,3-benzodithiol). Isolated yield 40.0%. Reaction SMILES: [CH2:1]([OH:6])[CH2:2][CH:3]([CH3:5])[CH3:4].[C:7](=[S:9])=[S:8].C(O)(=O)[C:11]1[C:12](=[CH:14][CH:15]=[CH:16][CH:17]=1)N>ClCCCl.O1CCOCC1>[CH2:1]([O:6][CH:7]1[S:9][C:17]2[CH:16]=[CH:15][CH:14]=[CH:12][C:11]=2[S:8]1)[CH2:2][CH:3]([CH3:5])[CH3:4]. Procedure details: 42.1 g (0.36 mole) of isoamyl nitrile, 52.8 g (0.60 mole) of isoamyl alcohol and 150 ml of carbon disulfide were dissolved in 800 ml of 1,2-dichloroethane. The reaction solution was mildly heated under reflux at a temperature of about 80° C. A solution of 41.1 g (0.30 mole) of anthranilic acid in 100 ml of dioxane was added dropwise to the reaction solution over 1.5 hours. The reaction solution was further heated under reflux for an additional 30 minutes. The resulting mixture was washed success...